Task: describe an organic reaction: reactants, conditions, products, and yield. Dataset: the Open Reaction Database (ORD), a public repository of structured organic reaction records Reactants: C(=O)NC=1SC=C(N1)C(C(=O)NC1[C@@H]2N(C(=C(CS2)S\C=C/C=2C=NC=CC2)C(=O)OC(C2=CC=CC=C2)C2=CC=CC=C2)C1=O)=NOC (benzhydryl 7-[2-(2-formamidothiazol-4-yl)-2-methoxyiminoacetamido]-3-[(Z)-2-(3-pyridyl)-vinylthio]-3-cephem-4-carboxylate), O (water), C([O-])(O)=O.[Na+] (sodium bicarbonate), Cl (hydrochloric acid). Run in CO (methanol), O1CCCC1 (tetrahydrofuran), C(C)(=O)OCC (ethyl acetate). Run at time 4 hour. The product is NC=1SC=C(N1)C(C(=O)NC1[C@@H]2N(C(=C(CS2)S\C=C/C=2C=NC=CC2)C(=O)OC(C2=CC=CC=C2)C2=CC=CC=C2)C1=O)=NOC (benzhydryl 7-[2-(2-aminothiazol-4-yl)-2-methoxyiminoacetamido]-3-[(Z)-2-(3-pyridyl)vinylthio]-3-cephem-4-carboxylate). Isolated yield 89.5%. As a reaction SMILES: C([NH:3][C:4]1[S:5][CH:6]=[C:7]([C:9](=[N:47][O:48][CH3:49])[C:10]([NH:12][CH:13]2[C:45](=[O:46])[N:15]3[C:16]([C:29]([O:31][CH:32]([C:39]4[CH:44]=[CH:43][CH:42]=[CH:41][CH:40]=4)[C:33]4[CH:38]=[CH:37][CH:36]=[CH:35][CH:34]=4)=[O:30])=[C:17]([S:20]/[CH:21]=[CH:22]\[C:23]4[CH:24]=[N:25][CH:26]=[CH:27][CH:28]=4)[CH2:18][S:19][C@H:14]23)=[O:11])[N:8]=1)=O.Cl.O.C(=O)(O)[O-].[Na+]>CO.O1CCCC1.C(OCC)(=O)C>[NH2:3][C:4]1[S:5][CH:6]=[C:7]([C:9](=[N:47][O:48][CH3:49])[C:10]([NH:12][CH:13]2[C:45](=[O:46])[N:15]3[C:16]([C:29]([O:31][CH:32]([C:33]4[CH:34]=[CH:35][CH:36]=[CH:37][CH:38]=4)[C:39]4[CH:44]=[CH:43][CH:42]=[CH:41][CH:40]=4)=[O:30])=[C:17]([S:20]/[CH:21]=[CH:22]\[C:23]4[CH:24]=[N:25][CH:26]=[CH:27][CH:28]=4)[CH2:18][S:19][C@H:14]23)=[O:11])[N:8]=1 |f:3.4|. Procedure details: To a solution of benzhydryl 7-[2-(2-formamidothiazol-4-yl)-2-methoxyiminoacetamido]-3-[(Z)-2-(3-pyridyl)-vinylthio]-3-cephem-4-carboxylate (syn isomer) (1 g) in a mixture of methanol (10 ml) and tetrahydrofuran (5 ml) was added conc. hydrochloric acid (0.31 ml) at ambient temperature and the mixture was stirred at the same temperature for 4 hours. To the reaction mixture were added water and ethyl acetate and the mixture was adjusted to pH 7 with a saturated aqueous solution of sodium bicarbonat... The reactants are C(C)(=O)OCC(COC(C)=O)N1C(C2=CC=CC(=C2C=C1)I)=O (2-(5-iodo-1-oxoisoquinolin-2(1H)-yl)propane-1,3-diyl diacetate), ClC1=C(C=C(C=C1)CN)C(F)(F)F ((4-chloro-3-(trifluoromethyl)phenyl)methanamine), N12CCCCCC2=NCCC1 (1,8-diazabicyclo[5.4.0]undec-7-ene), O1CCOCC1 (1,4-dioxane). Reagents/catalysts: [C-]#[O+].[C-]#[O+].[C-]#[O+].[C-]#[O+].[C-]#[O+].[C-]#[O+].[Mo] (molybdenum hexacarbonyl), C(C)(=O)[O-].[Pd+2].C(C)(=O)[O-] (palladium acetate). Conditions: temperature 110 celsius. Yields the product C(C)(=O)OCC(COC(C)=O)N1C(C2=CC=CC(=C2C=C1)C(NCC1=CC(=C(C=C1)Cl)C(F)(F)F)=O)=O (2-(5-(4-Chloro-3-(trifluoromethyl)benzylcarbamoyl)-1-oxoisoquinolin-2(1H)-yl)propane-1,3-diyl diacetate). As a reaction SMILES: [C:1]([O:4][CH2:5][CH:6]([N:12]1[CH:21]=[CH:20][C:19]2[C:14](=[CH:15][CH:16]=[CH:17][C:18]=2I)[C:13]1=[O:23])[CH2:7][O:8][C:9](=[O:11])[CH3:10])(=[O:3])[CH3:2].[Cl:24][C:25]1[CH:30]=[CH:29][C:28]([CH2:31][NH2:32])=[CH:27][C:26]=1[C:33]([F:36])([F:35])[F:34].N12CCCN=C1CCCCC2.[O:48]1CCOC[CH2:49]1>[C-]#[O+].[C-]#[O+].[C-]#[O+].[C-]#[O+].[C-]#[O+].[C-]#[O+].[Mo].C([O-])(=O)C.[Pd+2].C([O-])(=O)C>[C:1]([O:4][CH2:5][CH:6]([N:12]1[CH:21]=[CH:20][C:19]2[C:14](=[CH:15][CH:16]=[CH:17][C:18]=2[C:49](=[O:48])[NH:32][CH2:31][C:28]2[CH:29]=[CH:30][C:25]([Cl:24])=[C:26]([C:33]([F:34])([F:35])[F:36])[CH:27]=2)[C:13]1=[O:23])[CH2:7][O:8][C:9](=[O:11])[CH3:10])(=[O:3])[CH3:2] |f:4.5.6.7.8.9.10,11.12.13|. Reported procedure: A 5-mL process vial was charged with 2-(5-iodo-1-oxoisoquinolin-2(1H)-yl)propane-1,3-diyl diacetate (200 mg, 0.0004 mol), (4-chloro-3-(trifluoromethyl)phenyl)methanamine (200 mg, 0.001 mol), molybdenum hexacarbonyl (90 mg, 0.0004 mol), palladium acetate (8 mg, 0.00004 mol), 1,8-diazabicyclo[5.4.0]undec-7-ene (200 mg, 0.001 mol) and 1,4-dioxane (2 mL, 0.02 mol). The vessel was sealed under air and exposed to microwave heating for 15 min at 110° C. The reaction tube was thereafter cooled to room t... Procedure: The title compound was prepared in analogy to the procedure described in Step 10.3 using ethyl 4-((4-chlorophenyl)(hydroxy)methyl)-1-isopropyl-1H-pyrazole-5-carboxylate (Step 36.3) and 5-amino-1,3-dimethylpyridin-2(1H)-one (Step 20.2). tR: 4.94 min (HPLC 1); tR: 1.14 min (LC-MS 2); ESI-MS: 443 [M+H]+ (LC-MS 2); Rf=0.23 (EtOAc). The reactants are ClC1=CC=C(C=C1)C(C=1C=NN(C1C(=O)OCC)C(C)C)O (ethyl 4-((4-chlorophenyl)(hydroxy)methyl)-1-isopropyl-1H-pyrazole-5-carboxylate), NC=1C=C(C(N(C1)C)=O)C (5-amino-1,3-dimethylpyridin-2(1H)-one). Run in CCOC(=O)C (EtOAc). Yields the product ClC1=CC=C(C=C1)C(C=1C=NN(C1C(=O)OCC)C(C)C)NC1=CN(C(C(=C1)C)=O)C (ethyl 4-((4-chlorophenyl)((1,5-dimethyl-6-oxo-1,6-dihydropyridin-3-yl)amino)methyl)-1-isopropyl-1H-pyrazole-5-carboxylate). Reaction SMILES: [Cl:1][C:2]1[CH:7]=[CH:6][C:5]([CH:8](O)[C:9]2[CH:10]=[N:11][N:12]([CH:19]([CH3:21])[CH3:20])[C:13]=2[C:14]([O:16][CH2:17][CH3:18])=[O:15])=[CH:4][CH:3]=1.[NH2:23][C:24]1[CH:25]=[C:26]([CH3:32])[C:27](=[O:31])[N:28]([CH3:30])[CH:29]=1>CCOC(C)=O>[Cl:1][C:2]1[CH:7]=[CH:6][C:5]([CH:8]([NH:23][C:24]2[CH:25]=[C:26]([CH3:32])[C:27](=[O:31])[N:28]([CH3:30])[CH:29]=2)[C:9]2[CH:10]=[N:11][N:12]([CH:19]([CH3:21])[CH3:20])[C:13]=2[C:14]([O:16][CH2:17][CH3:18])=[O:15])=[CH:4][CH:3]=1. Run at temperature 95 celsius. The solvent is CCOCC (ether). RXN SMILES: [CH2:1]([O:3][C:4]1[CH:10]=[CH:9][CH:8]=[CH:7][C:5]=1[NH2:6])[CH3:2].[CH2:11]([N:18]1[CH2:23][CH2:22][O:21][CH:20]([CH2:24][O:25][S:26]([C:29]2[CH:34]=[CH:33][C:32]([CH3:35])=[CH:31][CH:30]=2)(=[O:28])=[O:27])[CH2:19]1)[C:12]1[CH:17]=[CH:16][CH:15]=[CH:14][CH:13]=1>CCOCC>[C:32]1([CH3:35])[CH:31]=[CH:30][C:29]([S:26]([OH:28])(=[O:25])=[O:27])=[CH:34][CH:33]=1.[CH2:11]([N:18]1[CH2:23][CH2:22][O:21][CH:20]([CH2:24][NH:6][C:5]2[CH:7]=[CH:8][CH:9]=[CH:10][C:4]=2[O:3][CH2:1][CH3:2])[CH2:19]1)[C:12]1[CH:13]=[CH:14][CH:15]=[CH:16][CH:17]=1 |f:3.4|. Yields the product C1(=CC=C(C=C1)S(=O)(=O)O)C.C(C1=CC=CC=C1)N1CC(OCC1)CNC1=C(C=CC=C1)OCC (4-benzyl-2-(2-ethoxyanilino)methylmorpholine toluene-p-sulphonate). Starting materials: C(C)OC1=C(N)C=CC=C1 (2-ethoxyaniline), C(C1=CC=CC=C1)N1CC(OCC1)COS(=O)(=O)C1=CC=C(C=C1)C (4-benzyl-2-toluene-p-sulphonyloxymethylmorpholine). Procedure: A mixture of 2-ethoxyaniline (14.0 g.) and 4-benzyl-2-toluene-p-sulphonyloxymethylmorpholine (18.6 g.) is stirred and heated on the steam bath (95° C.) under nitrogen for 24 hours. The mixture is cooled and ether added. The solid thus obtained is collected and crystallised from ethyl acetate to give 4-benzyl-2-(2-ethoxyanilino)methylmorpholine toluene-p-sulphonate, m.p. 127° C. The toluene sulphonate salt is converted into the corresponding dihydrochloride by basifying it with dilute sodium hydr...